Dataset: the Open Reaction Database (ORD), a public repository of structured organic reaction records. Task: describe an organic reaction: reactants, conditions, products, and yield The reactants are N#Cc1cccc(N)c1, CC(=O)O, Cl, O=N[O-], [Na+], O=S=O, O. The product is N#Cc1cccc(S(=O)(=O)Cl)c1. RXN SMILES: [C:2](#[N:3])[c:4]1[cH:5][c:6]([NH2:7])[cH:8][cH:9][cH:10]1.[CH3:19][C:20](=[O:21])[OH:22].[ClH:1].[N:11]([O-:12])=[O:13].[Na+:14].[O:15]=[S:16]=[O:17].[OH2:18]>>[Cl:1][S:16]([c:6]1[cH:5][c:4]([C:2]#[N:3])[cH:10][cH:9][cH:8]1)(=[O:15])=[O:17]. Starting materials: C(C1=CC=CC=C1)OC1=C(C2=C(C(CO2)=O)C=C1)CN1CCN(CC1)C(=O)OC(C)(C)C (tert-butyl 4-{[6-(benzyloxy)-3-oxo-2,3-dihydrobenzofuran-7-yl]methyl}piperazine-1-carboxylate), N1C=C(C2=CC=CC=C12)C=O (indole-3-carboxaldehyde), N1CCCCC1 (piperidine). Run in CO (methanol). Conditions: temperature 60 celsius, time 2 hour. Yields the product N1C=C(C2=CC=CC=C12)\C=C\1/OC2=C(C1=O)C=CC(=C2CN2CCN(CC2)C(=O)OC(C)(C)C)OCC2=CC=CC=C2 (tert-butyl (Z)-4-({2-[(1H-indol-3-yl)methylene]-6-(benzyloxy)-3-oxo-2,3-dihydrobenzofuran-7-yl}methyl)piperazine-1-carboxylate). The yield is 55.1%. As a reaction SMILES: [CH2:1]([O:8][C:9]1[CH:18]=[CH:17][C:12]2[C:13](=[O:16])[CH2:14][O:15][C:11]=2[C:10]=1[CH2:19][N:20]1[CH2:25][CH2:24][N:23]([C:26]([O:28][C:29]([CH3:32])([CH3:31])[CH3:30])=[O:27])[CH2:22][CH2:21]1)[C:2]1[CH:7]=[CH:6][CH:5]=[CH:4][CH:3]=1.[NH:33]1[C:41]2[C:36](=[CH:37][CH:38]=[CH:39][CH:40]=2)[C:35]([CH:42]=O)=[CH:34]1.N1CCCCC1>CO>[NH:33]1[C:41]2[C:36](=[CH:37][CH:38]=[CH:39][CH:40]=2)[C:35](/[CH:42]=[C:14]2\[O:15][C:11]3[C:10]([CH2:19][N:20]4[CH2:25][CH2:24][N:23]([C:26]([O:28][C:29]([CH3:32])([CH3:31])[CH3:30])=[O:27])[CH2:22][CH2:21]4)=[C:9]([O:8][CH2:1][C:2]4[CH:3]=[CH:4][CH:5]=[CH:6][CH:7]=4)[CH:18]=[CH:17][C:12]=3[C:13]\2=[O:16])=[CH:34]1. Procedure: A solution of tert-butyl 4-{[6-(benzyloxy)-3-oxo-2,3-dihydrobenzofuran-7-yl]methyl}piperazine-1-carboxylate (0.198 g, 0.452 mmol) in methanol (1.8 mL) was added with indole-3-carboxaldehyde (0.0656 g, 0.452 mmol) and piperidine (0.0308 g, 0.362 mmol), and the mixture was stirred at 60° C. for 2 hours. The reaction mixture was cooled to room temperature, and then the precipitated yellow solid was collected by filtration to obtain tert-butyl (Z)-4-({2-[(1H-indol-3-yl)methylene]-6-(benzyloxy)-3-oxo... The reactants are ClC1=C(C=CC(=N1)NC(=O)C1(CC1)C1=CC2=C(OC(O2)(F)F)C=C1)C (N-(6-Chloro-5-methylpyridin-2-yl)-1-(2,2-difluorobenzo[d][1,3]dioxol-5-yl)cyclopropanecarboxamide), COC1=NC=C(C=C1B1OC(C(O1)(C)C)(C)C)C (2-Methoxy-5-methyl-3-(4,4,5,5-tetramethyl-1,3,2-dioxaborolan-2-yl)pyridine), C([O-])([O-])=O.[Na+].[Na+] (sodium carbonate). The reagents and catalysts are C=1C=CC(=CC1)[P](C=2C=CC=CC2)(C=3C=CC=CC3)[Pd]([P](C=4C=CC=CC4)(C=5C=CC=CC5)C=6C=CC=CC6)([P](C=7C=CC=CC7)(C=8C=CC=CC8)C=9C=CC=CC9)[P](C=1C=CC=CC1)(C=1C=CC=CC1)C=1C=CC=CC1 (tetrakis(triphenylphosphine)palladium(0)). The solvent is C(C)(=O)OCC (ethyl acetate), COCCOC (1,2-dimethoxyethane). Run at temperature 120 celsius. Product: FC1(OC2=C(O1)C=CC(=C2)C2(CC2)C(=O)NC2=CC=C(C(=N2)C=2C(=NC=C(C2)C)OC)C)F (1-(2,2-difluorobenzo[d][1,3]dioxol-5-yl)-N-(2′-methoxy-3,5′-dimethyl-2,3′-bipyridin-6-yl)cyclopropanecarboxamide). Isolated yield 54.0%. RXN SMILES: Cl[C:2]1[N:7]=[C:6]([NH:8][C:9]([C:11]2([C:14]3[CH:24]=[CH:23][C:17]4[O:18][C:19]([F:22])([F:21])[O:20][C:16]=4[CH:15]=3)[CH2:13][CH2:12]2)=[O:10])[CH:5]=[CH:4][C:3]=1[CH3:25].[CH3:26][O:27][C:28]1[C:33](B2OC(C)(C)C(C)(C)O2)=[CH:32][C:31]([CH3:43])=[CH:30][N:29]=1.C(=O)([O-])[O-].[Na+].[Na+]>COCCOC.C(OCC)(=O)C.C1C=CC([P]([Pd]([P](C2C=CC=CC=2)(C2C=CC=CC=2)C2C=CC=CC=2)([P](C2C=CC=CC=2)(C2C=CC=CC=2)C2C=CC=CC=2)[P](C2C=CC=CC=2)(C2C=CC=CC=2)C2C=CC=CC=2)(C2C=CC=CC=2)C2C=CC=CC=2)=CC=1>[F:21][C:19]1([F:22])[O:18][C:17]2[CH:23]=[CH:24][C:14]([C:11]3([C:9]([NH:8][C:6]4[N:7]=[C:2]([C:33]5[C:28]([O:27][CH3:26])=[N:29][CH:30]=[C:31]([CH3:43])[CH:32]=5)[C:3]([CH3:25])=[CH:4][CH:5]=4)=[O:10])[CH2:13][CH2:12]3)=[CH:15][C:16]=2[O:20]1 |f:2.3.4,^1:65,67,86,105|. Procedure: N-(6-Chloro-5-methylpyridin-2-yl)-1-(2,2-difluorobenzo[d][1,3]dioxol-5-yl)cyclopropanecarboxamide (73 mg, 0.20 mmol) was dissolved in 2 mL of 1,2-dimethoxyethane in a reaction tube. 2-Methoxy-5-methyl-3-(4,4,5,5-tetramethyl-1,3,2-dioxaborolan-2-yl)pyridine (65 mg, 0.26 mmol), 0.2 mL of an aqueous 2 M sodium carbonate solution, and tetrakis(triphenylphosphine)palladium(0) (12 mg, 0.010 mmol) were added and the reaction mixture was heated at 120° C. for 20 minutes under microwave irradiation. The ...